This data is from the Open Reaction Database (ORD), a public repository of structured organic reaction records. The task is: describe an organic reaction: reactants, conditions, products, and yield Starting materials: C1(=CC=CC=C1)C(C1=CC=CC=C1)N1CC(C1)O (diphenylmethylazetidin-3-ol), C(Cl)C1CO1 (epichlorohydrin). The solvent is CS(=O)C (dimethyl sulphoxide), [OH-].[Na+] (sodium hydroxide). Conditions: time 3 day. Yields the product C1(=CC=CC=C1)C(N1CC(C1)OCC1CO1)C1=CC=CC=C1 (1-(Diphenylmethyl)-3-(2,3-epoxypropoxy)azetidine). RXN SMILES: [C:1]1([CH:7]([N:14]2[CH2:17][CH:16]([OH:18])[CH2:15]2)[C:8]2[CH:13]=[CH:12][CH:11]=[CH:10][CH:9]=2)[CH:6]=[CH:5][CH:4]=[CH:3][CH:2]=1.[CH2:19]([CH:21]1[O:23][CH2:22]1)Cl>CS(C)=O.[OH-].[Na+]>[C:1]1([CH:7]([C:8]2[CH:13]=[CH:12][CH:11]=[CH:10][CH:9]=2)[N:14]2[CH2:17][CH:16]([O:18][CH2:19][CH:21]3[O:23][CH2:22]3)[CH2:15]2)[CH:2]=[CH:3][CH:4]=[CH:5][CH:6]=1 |f:3.4|. Reported procedure: 37.5 g of diphenylmethylazetidin-3-ol are dissolved at room temperature in a mixture of 250 ml of dimethyl sulphoxide and 150 ml of 5% strength sodium hydroxide solution, 65 ml of epichlorohydrin are added and the mixture is allowed to stand for 3 days at room temperature. The reaction mixture is extracted using 300 ml of methylene chloride, and the organic phase is dried over sodium sulphate and evaporated. The crude product is distilled in vacuo. Reactants: COC1=C(C(=C(C=C1)Br)OC)C1=C(C=CC=C1)C (1,3-Dimethoxy-2-(Tol-2-yl)-4-Bromobenzene), C1(=CC=CC=C1)B(O)O (phenyl boronic acid). Yields the product COC1=C(C(=C(C=C1)C1=CC=CC=C1)OC)C1=C(C=CC=C1)C (1,3-Dimethoxy-2-(Tol-2-yl)-4-Phenylbenzene). RXN SMILES: [CH3:1][O:2][C:3]1[CH:8]=[CH:7][C:6](Br)=[C:5]([O:10][CH3:11])[C:4]=1[C:12]1[CH:17]=[CH:16][CH:15]=[CH:14][C:13]=1[CH3:18].[C:19]1(B(O)O)[CH:24]=[CH:23][CH:22]=[CH:21][CH:20]=1>>[CH3:1][O:2][C:3]1[CH:8]=[CH:7][C:6]([C:19]2[CH:24]=[CH:23][CH:22]=[CH:21][CH:20]=2)=[C:5]([O:10][CH3:11])[C:4]=1[C:12]1[CH:17]=[CH:16][CH:15]=[CH:14][C:13]=1[CH3:18]. Procedure details: This compound was prepared by the same procedure as used in EXAMPLE 3 using 1,3-dimethoxy-2-(tol-2-yl)-4-bromobenzene 2 and phenyl boronic acid to yield 34. Starting materials: C1CCOC1, COC(=O)c1ccccc1COc1ccc(CCC(=O)N2CCc3ccccc3C2)cc1, [Li+], [OH-], O. Yields the product O=C(O)c1ccccc1COc1ccc(CCC(=O)N2CCc3ccccc3C2)cc1. As a reaction SMILES: [CH2:36]1[O:37][CH2:38][CH2:39][CH2:40]1.[CH2:3]1[N:4]([C:13]([CH2:14][CH2:15][c:16]2[cH:17][cH:18][c:19]([O:20][CH2:21][c:22]3[c:23]([C:24](=[O:25])[O:26][CH3:27])[cH:28][cH:29][cH:30][cH:31]3)[cH:32][cH:33]2)=[O:34])[CH2:5][CH2:6][c:7]2[cH:8][cH:9][cH:10][cH:11][c:12]21.[Li+:1].[OH-:2].[OH2:35]>>[CH2:3]1[N:4]([C:13]([CH2:14][CH2:15][c:16]2[cH:17][cH:18][c:19]([O:20][CH2:21][c:22]3[c:23]([C:24](=[O:25])[OH:26])[cH:28][cH:29][cH:30][cH:31]3)[cH:32][cH:33]2)=[O:34])[CH2:5][CH2:6][c:7]2[cH:8][cH:9][cH:10][cH:11][c:12]21. The reactants are ClCCl, CN=C=O, CCN(C(C)C)C(C)C, N#Cc1cnc(Nc2cc(N3CCNCC3)ncn2)s1, CN(C)C=O. Yields the product CNC(=O)N1CCN(c2cc(Nc3ncc(C#N)s3)ncn2)CC1. Reaction SMILES: [CH2:39]([Cl:40])[Cl:41].[CH3:30][N:31]=[C:32]=[O:33].[CH:21]([N:22]([CH2:23][CH3:24])[CH:25]([CH3:26])[CH3:27])([CH3:28])[CH3:29].[N:1]1([c:7]2[cH:8][c:9]([NH:13][c:14]3[s:15][c:16]([C:19]#[N:20])[cH:17][n:18]3)[n:10][cH:11][n:12]2)[CH2:2][CH2:3][NH:4][CH2:5][CH2:6]1.[O:34]=[CH:35][N:36]([CH3:37])[CH3:38]>>[N:1]1([c:7]2[cH:8][c:9]([NH:13][c:14]3[s:15][c:16]([C:19]#[N:20])[cH:17][n:18]3)[n:10][cH:11][n:12]2)[CH2:2][CH2:3][N:4]([C:32]([NH:31][CH3:30])=[O:33])[CH2:5][CH2:6]1. Starting materials: C(C)(C)NC(C)C (diisopropylamine), [Li]CCCC (n-BuLi), FC1=C2C=CN(C2=CC=C1)C(=O)OC(C)(C)C (Tert-butyl 4-fluoro-1H-indole-1-carboxylate), B(OC(C)C)(OC(C)C)OC(C)C (triisopropyl borate). Run in C1CCOC1 (THF), C1CCOC1 (THF). Run at temperature 0 celsius, time 40 minute. Yields the product C(C)(C)(C)OC(=O)N1C(=CC2=C(C=CC=C12)F)B(O)O ((1-(tert-butoxycarbonyl)-4-fluoro-1H-indol-2-yl)boronic acid). Yield: 66.6%. As a reaction SMILES: C(NC(C)C)(C)C.[Li]CCCC.[F:13][C:14]1[CH:22]=[CH:21][CH:20]=[C:19]2[C:15]=1[CH:16]=[CH:17][N:18]2[C:23]([O:25][C:26]([CH3:29])([CH3:28])[CH3:27])=[O:24].[B:30](OC(C)C)([O:35]C(C)C)[O:31]C(C)C>C1COCC1>[C:26]([O:25][C:23]([N:18]1[C:19]2[C:15](=[C:14]([F:13])[CH:22]=[CH:21][CH:20]=2)[CH:16]=[C:17]1[B:30]([OH:35])[OH:31])=[O:24])([CH3:29])([CH3:28])[CH3:27]. Procedure: To a solution of diisopropylamine (175 mL, 1.25 mol) in THF (800 mL) at 0° C. was added n-BuLi (500 mL, 1.25 mol) dropwise. The mixture was stirred at 0° C. for 40 min. Then the mixture was cooled to −78° C. Tert-butyl 4-fluoro-1H-indole-1-carboxylate (118 g, 0.50 mol) in THF (300 mL) was added dropwise slowly, followed by triisopropyl borate (231 mL, 1.00 mol). The mixture was stirred at −78° C. for another 40 min. The reaction was monitored by HPLC. When the reaction was completed, the reactio... Reactants: C1CNC1, CN(C)C=O, O=C(Cl)C(=O)Cl, ClCCl, O=C(O)c1cc[nH]c1. The product is O=C(c1cc[nH]c1)N1CCC1. Reaction SMILES: [CH2:20]1[CH2:21][NH:22][CH2:23]1.[CH3:15][N:16]([CH3:17])[CH:18]=[O:19].[Cl:1][C:2]([C:3]([Cl:4])=[O:5])=[O:6].[Cl:24][CH2:25][Cl:26].[nH:7]1[cH:8][c:9]([C:12](=[O:13])[OH:14])[cH:10][cH:11]1>>[nH:7]1[cH:8][c:9]([C:12](=[O:14])[N:22]2[CH2:21][CH2:20][CH2:23]2)[cH:10][cH:11]1. Starting materials: C(C)(=O)OC1C(C(N(C1)C(C1=CC=CC=C1)(C)C)=O)C1=CC=CC=C1 (4-acetoxy-1-(α,α-dimethylbenzyl)-3-phenyl-2-pyrrolidinone), C1CCC2=NCCCN2CC1 (DBU). Run in C1(=CC=CC=C1)C (toluene), C1(=CC=CC=C1)C (toluene). Yields the product CC(C1=CC=CC=C1)(C)N1C(C(=CC1)C1=CC=CC=C1)=O (1-(α,α-dimethylbenzyl)-3-phenyl-3-pyrrolin-2-one). Isolated yield 72.1%. As a reaction SMILES: C(O[CH:5]1[CH2:9][N:8]([C:10]([CH3:18])([CH3:17])[C:11]2[CH:16]=[CH:15][CH:14]=[CH:13][CH:12]=2)[C:7](=[O:19])[CH:6]1[C:20]1[CH:25]=[CH:24][CH:23]=[CH:22][CH:21]=1)(=O)C.C1CCN2C(=NCCC2)CC1>C1(C)C=CC=CC=1>[CH3:18][C:10]([N:8]1[CH2:9][CH:5]=[C:6]([C:20]2[CH:21]=[CH:22][CH:23]=[CH:24][CH:25]=2)[C:7]1=[O:19])([CH3:17])[C:11]1[CH:16]=[CH:15][CH:14]=[CH:13][CH:12]=1. Procedure details: 0.7 g (2 mmol) of 4-acetoxy-1-(α,α-dimethylbenzyl)-3-phenyl-2-pyrrolidinone prepared by the method of Reference Example 15, was dissolved in 30 ml of toluene, and 0.36 g (2.4 mmol) of DBU was added thereto. The mixture was refluxed under heating for five minutes. The reaction solution was cooled, and toluene was added. The toluene solution was thoroughly washed with water and then dried over anhydrous magnesium sulfate. The solvent was distilled off under reduced pressure. The crude product ther...